Dataset: the Open Reaction Database (ORD), a public repository of structured organic reaction records. Task: describe an organic reaction: reactants, conditions, products, and yield Reactants: C(C1=CC=CC=C1)N1CCC(CC1)CN(C1=NC=CC=C1NCC)CC (1-Benzyl-4-[N-ethyl-N-(3-ethylamino-2-pyridinyl)amino]methylpiperidine), [H][H] (hydrogen). Reagents/catalysts: [OH-].[OH-].[Pd+2] (palladium hydroxide on carbon). Run in C(C)O (ethanol). Yields the product C(C)N(C1=NC=CC=C1NCC)CC1CCNCC1 (4-[N-ethyl-N-(3-ethylamino-2-pyridinyl)aminomethyl]piperidine). Reaction SMILES: C([N:8]1[CH2:13][CH2:12][CH:11]([CH2:14][N:15]([CH2:25][CH3:26])[C:16]2[C:21]([NH:22][CH2:23][CH3:24])=[CH:20][CH:19]=[CH:18][N:17]=2)[CH2:10][CH2:9]1)C1C=CC=CC=1.[H][H]>C(O)C.[OH-].[OH-].[Pd+2]>[CH2:25]([N:15]([CH2:14][CH:11]1[CH2:12][CH2:13][NH:8][CH2:9][CH2:10]1)[C:16]1[C:21]([NH:22][CH2:23][CH3:24])=[CH:20][CH:19]=[CH:18][N:17]=1)[CH3:26] |f:3.4.5|. Reported procedure: 1-Benzyl-4-[N-ethyl-N-(3-ethylamino-2-pyridinyl)amino]methylpiperidine (EXAMPLE 187, 2.38 g, 6.75 mmol) and palladium hydroxide on carbon (1.5 g) in 100 ml ethanol is hydrogenated under 40 p.s.i. hydrogen for 42 hr. Filtration and evaporation of the solvent gives 4-[N-ethyl-N-(3-ethylamino-2-pyridinyl)aminomethyl]piperidine. Starting materials: CC(C)(C)N1CCC(NCc2ccccc2)CC1, CO. Yields the product CC(C)(C)N1CCC(N)CC1. As a reaction SMILES: [CH2:1]([c:2]1[cH:3][cH:4][cH:5][cH:6][cH:7]1)[NH:8][CH:9]1[CH2:10][CH2:11][N:12]([C:15]([CH3:16])([CH3:17])[CH3:18])[CH2:13][CH2:14]1.[CH3:19][OH:20]>>[NH2:8][CH:9]1[CH2:10][CH2:11][N:12]([C:15]([CH3:16])([CH3:17])[CH3:18])[CH2:13][CH2:14]1. Reactants: C(C1=CC=CC=C1)OC1=CC=C(C=C1)C(C(CC(=O)OCC)C)=O (Ethyl 4-[4-(benzyloxy)phenyl]-3-methyl-4-oxobutanoate), [OH-].[Na+] (NaOH). Run in C(C)O (ethanol). Reaction conditions: temperature 23 celsius, time 30 minute. Product: C(C1=CC=CC=C1)OC1=CC=C(C=C1)C(C(CC(=O)O)C)=O (4-[4-(benzyloxy)phenyl]-3-methyl-4-oxobutanoic Acid). Isolated yield 97.2%. RXN SMILES: [CH2:1]([O:8][C:9]1[CH:14]=[CH:13][C:12]([C:15](=[O:24])[CH:16]([CH3:23])[CH2:17][C:18]([O:20]CC)=[O:19])=[CH:11][CH:10]=1)[C:2]1[CH:7]=[CH:6][CH:5]=[CH:4][CH:3]=1.[OH-].[Na+]>C(O)C>[CH2:1]([O:8][C:9]1[CH:14]=[CH:13][C:12]([C:15](=[O:24])[CH:16]([CH3:23])[CH2:17][C:18]([OH:20])=[O:19])=[CH:11][CH:10]=1)[C:2]1[CH:3]=[CH:4][CH:5]=[CH:6][CH:7]=1 |f:1.2|. Reported procedure: A mixture of the product of STEP 1 (45 g), ethanol (15 mL) and 15% aqueous NaOH (70 mL) was stirred at 23° C. for 30 minutes. The volatiles were removed in vacuo and the residue was acidified to pH=3. The precipitated solid was filtered and dried to give the above product as a white solid (40 g). Reactants: FC1=CC=C(C=C1)C=1OC=C(N1)C(CN)(C)C (2-(2-(4-fluorophenyl)oxazol-4-yl)-2-methylpropan-1-amine), FC(C(=O)C1=CC=C(O1)C=1C=C(C(=O)O)C=CC1)(F)F (3-(5-(2,2,2-trifluoroacetyl)furan-2-yl)benzoic acid). The product is FC1=CC=C(C=C1)C=1OC=C(N1)C(CNC(C1=CC(=CC=C1)C=1OC(=CC1)C(C(F)(F)F)=O)=O)(C)C (N-(2-(2-(4-Fluorophenyl)oxazol-4-yl)-2-methylpropyl)-3-(5-(2,2,2-trifluoroacetyl)furan-2-yl)benzamide). The yield is 6.0%. Reaction SMILES: [F:1][C:2]1[CH:7]=[CH:6][C:5]([C:8]2[O:9][CH:10]=[C:11]([C:13]([CH3:17])([CH3:16])[CH2:14][NH2:15])[N:12]=2)=[CH:4][CH:3]=1.[F:18][C:19]([F:37])([F:36])[C:20]([C:22]1[O:26][C:25]([C:27]2[CH:28]=[C:29]([CH:33]=[CH:34][CH:35]=2)[C:30](O)=[O:31])=[CH:24][CH:23]=1)=[O:21]>>[F:1][C:2]1[CH:3]=[CH:4][C:5]([C:8]2[O:9][CH:10]=[C:11]([C:13]([CH3:17])([CH3:16])[CH2:14][NH:15][C:30](=[O:31])[C:29]3[CH:33]=[CH:34][CH:35]=[C:27]([C:25]4[O:26][C:22]([C:20](=[O:21])[C:19]([F:18])([F:36])[F:37])=[CH:23][CH:24]=4)[CH:28]=3)[N:12]=2)=[CH:6][CH:7]=1. Procedure: This compound was synthesized from 2-(2-(4-fluorophenyl)oxazol-4-yl)-2-methylpropan-1-amine and 3-(5-(2,2,2-trifluoroacetyl)furan-2-yl)benzoic acid as described in example 8 step 6 (20 mg, yield 6%). 1H NMR (400 MHz, DMSO-d6) δ 8.52-8.49 (t, J=6.2 Hz, 1H), 8.30-8.29 (t, J=1.6 Hz, 1H), 8.09-8.06 (dt, J=8.1 Hz, 1.2 Hz, 1H), 8.01-7.98 (m, 4H), 7.94-7.92 (dt, J=8.1 Hz, 1.2 Hz, 1H), 7.66-7.62 (t, J=7.8 Hz, 1H), 7.51-7.50 (d, J=4.0 Hz, 1H), 7.35-7.31 (t, J=9.0 Hz, 2H), 3.52-3.50 (d, J=6.4 Hz, 2H), 1.2... Reactants: C(C)(=O)OCC (ethyl acetate), β-ketoester (ethyl 7-methyl-3-oxooctanoate), C(C)(=O)[O-].[NH4+].C1(=CC=CC=C1)C (toluene ammonium acetate), EtOAc hexanes. Run at time 8 hour. Product: N\C(=C/C(=O)OCC)\CCCC(C)C (Ethyl (2Z)-3-amino-7-methyl-2-octenoate). RXN SMILES: C([O-])(=O)C.[NH4+:5].[C:6]1([CH3:12])[CH:11]=[CH:10][CH:9]=[CH:8][CH:7]=1.[C:13]([O:16][CH2:17][CH3:18])(=[O:15])[CH3:14]>>[NH2:5]/[C:10](/[CH2:9][CH2:8][CH2:7][CH:6]([CH3:12])[CH3:11])=[CH:14]\[C:13]([O:16][CH2:17][CH3:18])=[O:15] |f:0.1.2|. Reported procedure: To a mixture of β-ketoester (ethyl 7-methyl-3-oxooctanoate) in 100 mL of toluene ammonium acetate (5.34 g, 69.3 mmol) was added. The mixture was allowed to stir overnight at reflux. The reaction mixture was dissolved in ethyl acetate and the organics washed with H2O (3×) and brine. The organics were then dried over sodium sulfate, filtered and concentrated to yield a yellow oil: TLC (EtOAc/hexanes (1:4)): Rf=0.39